This data is from the Open Reaction Database (ORD), a public repository of structured organic reaction records. The task is: describe an organic reaction: reactants, conditions, products, and yield The reactants are C(=O)(N1C=NC=C1)N1C=NC=C1 (1,1′-carbonyldiimidazole), CC(C)(C)OC(=O)N1CCC2=C(CC1)C=CC(=C2)OC2=C(C=C(C(=O)O)C=C2)OC (4-[(3-{[(1,1-Dimethylethyl)oxy]carbonyl}-2,3,4,5-tetrahydro-1H-3-benzazepin-7-yl)oxy]-3-(methyloxy)benzoic acid), CN (methylamine). The solvent is CN(C=O)C (dimethylformamide). Conditions: time 3 hour. Yields the product CNC(=O)C1=CC(=C(C=C1)OC1=CC2=C(CCN(CC2)C(=O)OC(C)(C)C)C=C1)OC (1,1-Dimethylethyl 7-{[4-[(methylamino)carbonyl]-2-(methyloxy)phenyl]oxy}-1,2,4,5-tetrahydro-3H-3-benzazepine-3-carboxylate). The yield is 67.0%. RXN SMILES: [CH3:1][C:2]([O:5][C:6]([N:8]1[CH2:14][CH2:13][C:12]2[CH:15]=[CH:16][C:17]([O:19][C:20]3[CH:28]=[CH:27][C:23]([C:24]([OH:26])=O)=[CH:22][C:21]=3[O:29][CH3:30])=[CH:18][C:11]=2[CH2:10][CH2:9]1)=[O:7])([CH3:4])[CH3:3].[C:31](N1C=CN=C1)([N:33]1C=CN=C1)=O.CN>CN(C)C=O>[CH3:31][NH:33][C:24]([C:23]1[CH:27]=[CH:28][C:20]([O:19][C:17]2[CH:16]=[CH:15][C:12]3[CH2:13][CH2:14][N:8]([C:6]([O:5][C:2]([CH3:4])([CH3:3])[CH3:1])=[O:7])[CH2:9][CH2:10][C:11]=3[CH:18]=2)=[C:21]([O:29][CH3:30])[CH:22]=1)=[O:26]. Reported procedure: 4-[(3-{[(1,1-Dimethylethyl)oxy]carbonyl}-2,3,4,5-tetrahydro-1H-3-benzazepin-7-yl)oxy]-3-(methyloxy)benzoic acid (E264, Step 4) (145 mg, 0.35 mmol) was dissolved in dry dimethylformamide (5 ml), treated with 1,1′-carbonyldiimidazole (85 mg, 0.53 mmol) and the resulting mixture stirred at room temperature for 3 hours. The mixture was treated with methylamine (0.53 ml, 1.05 mmol, 2M in THF) and stirred for 4 hours. The reaction mixture was concentrated in vacuo and the resulting residue purified by...